From a dataset of the Open Reaction Database (ORD), a public repository of structured organic reaction records. describe an organic reaction: reactants, conditions, products, and yield Starting materials: C[Si](C=1C=C(C=CC1)B(O)O)(C)C (3-trimethylsilyl-phenylboronic acid), BrC1=NC=CC(=C1)C (2-bromo-4-methyl-pyridine), C([O-])([O-])=O.[Cs+].[Cs+] (cesium carbonate), C(C)(C)(C)P(C(C)(C)C)C(C)(C)C (tri-tert-butyl-phosphane). Reagents/catalysts: [Pd].[Pd].C(C1=CC=CC=C1)=CC(=O)C=CC1=CC=CC=C1.C(C1=CC=CC=C1)=CC(=O)C=CC1=CC=CC=C1.C(C1=CC=CC=C1)=CC(=O)C=CC1=CC=CC=C1 (tris(dibenzylideneacetone) dipalladium (0)). The solvent is O1CCOCC1 (dioxane). Yields the product CC1=CC(=NC=C1)C1=CC(=CC=C1)[Si](C)(C)C (4-Methyl-2-(3-trimethylsilanyl-phenyl)-pyridine). As a reaction SMILES: [CH3:1][Si:2]([CH3:13])([CH3:12])[C:3]1[CH:4]=[C:5](B(O)O)[CH:6]=[CH:7][CH:8]=1.Br[C:15]1[CH:20]=[C:19]([CH3:21])[CH:18]=[CH:17][N:16]=1.C(=O)([O-])[O-].[Cs+].[Cs+].C(P(C(C)(C)C)C(C)(C)C)(C)(C)C>[Pd].[Pd].C(=CC(C=CC1C=CC=CC=1)=O)C1C=CC=CC=1.C(=CC(C=CC1C=CC=CC=1)=O)C1C=CC=CC=1.C(=CC(C=CC1C=CC=CC=1)=O)C1C=CC=CC=1.O1CCOCC1>[CH3:21][C:19]1[CH:18]=[CH:17][N:16]=[C:15]([C:5]2[CH:6]=[CH:7][CH:8]=[C:3]([Si:2]([CH3:13])([CH3:12])[CH3:1])[CH:4]=2)[CH:20]=1 |f:2.3.4,6.7.8.9.10|. Procedure details: 15.0 g (0.0773 mol) of 3-trimethylsilyl-phenylboronic acid, 11.96 g (0.0695 mol) of 2-bromo-4-methyl-pyridine, 30.21 g (0.0927 mol) of cesium carbonate, 0.71 g (0.000776 mol) of tris(dibenzylideneacetone) dipalladium (0), 0.38 g (0.00188 mol) of tri-tert-butyl-phosphane and 100 ml of dioxane were stirred at room temperature for 12 hr. The reaction mixture was filtered and the solvent was removed under 1 mm vacuum. The resulting mixture was purified by distillation in vacuum. Yield of 4-methyl-2-... The reactants are Cl.C(C1=CC=CC=C1)(=O)N[C@H](C(=O)O)CC1=CC=C(C=C1)OCCCCNC1=NC=CC=N1 (2(S)-Benzoylamino-3-[4-(4-pyrimidin-2-ylaminobutyloxy)phenyl]-propionic acid hydrochloride), Cl (HCl). Product: C(C)O.[NH4+].[OH-].O (ethanol NH4OH H2O), C(C1=CC=CC=C1)(=O)N[C@H](C(=O)O)CC1=CC=C(C=C1)OCCCCNC1=NCCCN1 (2(S)-Benzoylamino-3-[4-(4-(3,4,5,6-tetrahydropyrimidin-2-ylamino)-butyloxy)phenyl]propionic acid). Reagents/catalysts: [Pd] (Pd/C). Run in CC(=O)O (AcOH). Conditions: time 2.5 hour. Procedure details: A mixture of 26-3 (250 mg, 0.56 mmol), AcOH (20 mL), conc. HCl (3 mL) and 10% Pd/C (150 mg) was shaken on the Parr apparatus (60 psi) at ambient temperature for 2.5 h. The reaction mixture was then filtered through a celite pad and the filtrate concentrated. Flash chromatography (silica, 10:1:1 to 9:1:1 ethanol/NH4OH/H2O) gave 26-4 as a white solid. Reaction SMILES: Cl.[C:2]([NH:10][C@@H:11]([CH2:15][C:16]1[CH:21]=[CH:20][C:19]([O:22][CH2:23][CH2:24][CH2:25][CH2:26][NH:27][C:28]2[N:33]=[CH:32][CH:31]=[CH:30][N:29]=2)=[CH:18][CH:17]=1)[C:12]([OH:14])=[O:13])(=[O:9])[C:3]1[CH:8]=[CH:7][CH:6]=[CH:5][CH:4]=1.Cl>[Pd].CC(O)=O>[CH2:2]([OH:9])[CH3:3].[NH4+:10].[OH-:9].[OH2:9].[C:2]([NH:10][C@@H:11]([CH2:15][C:16]1[CH:21]=[CH:20][C:19]([O:22][CH2:23][CH2:24][CH2:25][CH2:26][NH:27][C:28]2[NH:33][CH2:32][CH2:31][CH2:30][N:29]=2)=[CH:18][CH:17]=1)[C:12]([OH:14])=[O:13])(=[O:9])[C:3]1[CH:4]=[CH:5][CH:6]=[CH:7][CH:8]=1 |f:0.1,5.6.7.8|. Reactants: CC(C)(C)OC(=O)N1CCC(NCc2ccc(Cl)cc2)C1, CC(=O)O[BH-](OC(C)=O)OC(C)=O, CC(=O)O, CC(C)C=O, CC(Cl)Cl, [Na+]. The product is CC(C)CN(Cc1ccc(Cl)cc1)C1CCN(C(=O)OC(C)(C)C)C1. As a reaction SMILES: [C:1]([CH3:2])([CH3:3])([CH3:4])[O:5][C:6](=[O:7])[N:8]1[CH2:9][CH:10]([NH:13][CH2:14][c:15]2[cH:16][cH:17][c:18]([Cl:21])[cH:19][cH:20]2)[CH2:11][CH2:12]1.[C:27]([O:28][BH-:29]([O:30][C:31](=[O:32])[CH3:33])[O:34][C:35](=[O:36])[CH3:37])(=[O:38])[CH3:39].[CH3:41][C:42](=[O:43])[OH:44].[CH:22]([CH:23]([CH3:24])[CH3:25])=[O:26].[Cl:45][CH:46]([Cl:47])[CH3:48].[Na+:40]>>[C:1]([CH3:2])([CH3:3])([CH3:4])[O:5][C:6](=[O:7])[N:8]1[CH2:9][CH:10]([N:13]([CH2:14][c:15]2[cH:16][cH:17][c:18]([Cl:21])[cH:19][cH:20]2)[CH2:22][CH:23]([CH3:24])[CH3:25])[CH2:11][CH2:12]1.